describe an organic reaction: reactants, conditions, products, and yield From a dataset of the Open Reaction Database (ORD), a public repository of structured organic reaction records. Starting materials: C(C)C1=C(C(NC(=C1)C)=O)C#N (4-ethyl-6-methyl-2-oxo-1,2-dihydropyridine-3-carbonitrile), ClCC1=CC=CC=C1 ((chloromethyl)benzene). Reagents/catalysts: [Ag-]=O (silver(I) oxide). The solvent is C1(=CC=CC=C1)C (toluene). Run at temperature 110 celsius. Yields the product C(C1=CC=CC=C1)OC1=NC(=CC(=C1C#N)CC)C (2-(benzyloxy)-4-ethyl-6-methylpyridine-3-carbonitrile). Yield: 82.8%. As a reaction SMILES: [CH2:1]([C:3]1[CH:8]=[C:7]([CH3:9])[NH:6][C:5](=[O:10])[C:4]=1[C:11]#[N:12])[CH3:2].Cl[CH2:14][C:15]1[CH:20]=[CH:19][CH:18]=[CH:17][CH:16]=1>C1(C)C=CC=CC=1.[Ag-]=O>[CH2:14]([O:10][C:5]1[C:4]([C:11]#[N:12])=[C:3]([CH2:1][CH3:2])[CH:8]=[C:7]([CH3:9])[N:6]=1)[C:15]1[CH:20]=[CH:19][CH:18]=[CH:17][CH:16]=1. Procedure: A mixture of 4-ethyl-6-methyl-2-oxo-1,2-dihydropyridine-3-carbonitrile (Cpd AA, 1.1 g, 6.8 mmol), (chloromethyl)benzene (1.1 mL, 9.4 mmol, 1.4 equiv) and silver(I) oxide (1.8 g, 7.7 mmol) in anhydrous toluene (22.7 mL) was heated at 110° C. for 17 hours. The reaction mixture was cooled to 23° C. then filtered through CELITE®. The filtrate was concentrated under vacuum. The residue was purified by column chromatography (heptane/EtOAc) to give 2-(benzyloxy)-4-ethyl-6-methylpyridine-3-carbonitrile ... Yields the product CSc1ccc(NC(C#N)c2ccc(OC(F)F)cc2)cc1. As a reaction SMILES: [CH:25](=[O:26])[CH:27]=[CH:28][CH3:29].[F:1][CH:2]([O:3][c:4]1[cH:5][cH:6][c:7]([CH:10]([C:11]#[N:12])[NH:13][c:14]2[cH:15][cH:16][c:17]([S:20](=[O:21])(=[O:22])[CH3:23])[cH:18][cH:19]2)[cH:8][cH:9]1)[F:24]>>[F:1][CH:2]([O:3][c:4]1[cH:5][cH:6][c:7]([CH:10]([C:11]#[N:12])[NH:13][c:14]2[cH:15][cH:16][c:17]([S:20][CH3:23])[cH:18][cH:19]2)[cH:8][cH:9]1)[F:24]. The reactants are CC=CC=O, CS(=O)(=O)c1ccc(NC(C#N)c2ccc(OC(F)F)cc2)cc1. Reactants: FC([C@H](C1=CC(=CC(=C1)SC)F)C1CNC1)(C)C (3-{(1S)-2-fluoro-1-[3-fluoro-5-(methylthio)phenyl]-2-methylpropyl}azetidine), BrC(C=1C=C(C#N)C=CC1)C1=CC=C(C=C1)Cl (3-[bromo(4-chlorophenyl)methyl]benzonitrile), C(=O)([O-])[O-].[Cs+].[Cs+] (Cs2CO3). Yields the product ClC1=CC=C(C=C1)[C@@H](C=1C=C(C#N)C=CC1)N1CC(C1)[C@H](C(C)(C)F)C1=CC(=CC(=C1)SC)F (3-[(S)-(4-chlorophenyl)(3-{(1S)-2-fluoro-1-[3-fluoro-5-(methylthio)phenyl]-2-methylpropyl}azetidin-1-yl)methyl]benzonitrile). RXN SMILES: [F:1][C:2]([CH3:18])([CH3:17])[C@@H:3]([CH:13]1[CH2:16][NH:15][CH2:14]1)[C:4]1[CH:9]=[C:8]([S:10][CH3:11])[CH:7]=[C:6]([F:12])[CH:5]=1.Br[CH:20]([C:29]1[CH:34]=[CH:33][C:32]([Cl:35])=[CH:31][CH:30]=1)[C:21]1[CH:22]=[C:23]([CH:26]=[CH:27][CH:28]=1)[C:24]#[N:25].C([O-])([O-])=O.[Cs+].[Cs+]>>[Cl:35][C:32]1[CH:31]=[CH:30][C:29]([C@H:20]([N:15]2[CH2:16][CH:13]([C@@H:3]([C:4]3[CH:9]=[C:8]([S:10][CH3:11])[CH:7]=[C:6]([F:12])[CH:5]=3)[C:2]([F:1])([CH3:18])[CH3:17])[CH2:14]2)[C:21]2[CH:22]=[C:23]([CH:26]=[CH:27][CH:28]=2)[C:24]#[N:25])=[CH:34][CH:33]=1 |f:2.3.4|. Reported procedure: A sample of 0.233 mg (0.86 mmole) of 3-{(1S)-2-fluoro-1-[3-fluoro-5-(methylthio)phenyl]-2-methylpropyl}azetidine was alkylated with 263 mg (0.86 mmole) of 3-[bromo(4-chlorophenyl)methyl]benzonitrile and 0.975 mg (3 mmole) of Cs2CO3 as described in Step 2 of Example 79 to afford the title compound; Mass Spectrum: m/e=497 (M+1, 35Cl); 499 (M+1, 37Cl) Starting materials: solid, Cl.Cl.O1C=C(C=C2C1=CC=C2)C2N(CCCC2)CC[C@@H]2CC[C@H](CC2)N (trans-4-[2-(4-benzofuran-3-yl-piperidin-1-yl)-ethyl]-cyclohexylamine dihydrochloride), Cl.Cl.O1C=C(C=C2C1=CC=C2)C2N(CCCC2)CC[C@@H]2CC[C@H](CC2)N (trans-4-[2-(4-benzofuran-3-yl-piperidin-1-yl)-ethyl]-cyclohexylamine dihydrochloride), O1C(COCC1)CC(=O)O ((RS)-2-[1,4]dioxan-2-yl-acetic acid). Yields the product O1C=C(C=C2C1=CC=C2)C2N(CCCC2)CC[C@@H]2CC[C@H](CC2)NC(CC2OCCOC2)=O (trans-N-{4-[2-(4-Benzofuran-3-yl-piperidin-1-yl)-ethyl]-cyclohexyl}-(RS)-2-[1,4]dioxan-2-yl-acetamide). RXN SMILES: Cl.Cl.[O:3]1[C:8]2=[CH:9][CH:10]=[CH:11][C:7]2=[CH:6][C:5]([CH:12]2[CH2:17][CH2:16][CH2:15][CH2:14][N:13]2[CH2:18][CH2:19][C@H:20]2[CH2:25][CH2:24][C@H:23]([NH2:26])[CH2:22][CH2:21]2)=[CH:4]1.[O:27]1[CH2:32][CH2:31][O:30][CH2:29][CH:28]1[CH2:33][C:34](O)=[O:35]>>[O:3]1[C:8]2=[CH:9][CH:10]=[CH:11][C:7]2=[CH:6][C:5]([CH:12]2[CH2:17][CH2:16][CH2:15][CH2:14][N:13]2[CH2:18][CH2:19][C@H:20]2[CH2:21][CH2:22][C@H:23]([NH:26][C:34](=[O:35])[CH2:33][CH:28]3[CH2:29][O:30][CH2:31][CH2:32][O:27]3)[CH2:24][CH2:25]2)=[CH:4]1 |f:0.1.2|. Procedure details: The title compound, white solid (60 mg, 53%), MS (ISP) m/z=455.3 [(M+H)+], mp 172° C., was prepared in accordance with the general method of example 1 from trans-4-[2-(4-benzofuran-3-yl-piperidin-1-yl)-ethyl]-cyclohexylamine dihydrochloride (intermediate A) (100 mg, 0.25 mmol) and (RS)-2-[1,4]dioxan-2-yl-acetic acid. Reactants: [OH-].[Na+] (sodium hydroxide), COC(=O)C1=C(C2=C(N=CN=C2NC2=C(C=C(C=C2)F)OC2CCC(CC2)(F)F)S1)C (4-[2-(4,4-difluoro-cyclohexyloxy)-4-fluoro-phenylamino]-5-methyl-thieno[2,3-d]pyrimidine-6-carboxylic acid methyl ester), [OH-].[Na+] (sodium hydroxide). The solvent is C1CCOC1.CO (THF MeOH). Conditions: time 8 hour. Yields the product FC1(CCC(CC1)OC1=C(C=CC(=C1)F)NC=1C2=C(N=CN1)SC(=C2C)C(=O)O)F (4-[2-(4,4-Difluoro-cyclohexyloxy)-4-fluoro-phenylamino]-5-methyl-thieno[2,3-d]pyrimidine-6-carboxylic acid). Reaction SMILES: [OH-].[Na+].C[O:4][C:5]([C:7]1[S:32][C:10]2[N:11]=[CH:12][N:13]=[C:14]([NH:15][C:16]3[CH:21]=[CH:20][C:19]([F:22])=[CH:18][C:17]=3[O:23][CH:24]3[CH2:29][CH2:28][C:27]([F:31])([F:30])[CH2:26][CH2:25]3)[C:9]=2[C:8]=1[CH3:33])=[O:6]>C1COCC1.CO>[F:31][C:27]1([F:30])[CH2:28][CH2:29][CH:24]([O:23][C:17]2[CH:18]=[C:19]([F:22])[CH:20]=[CH:21][C:16]=2[NH:15][C:14]2[C:9]3[C:8]([CH3:33])=[C:7]([C:5]([OH:6])=[O:4])[S:32][C:10]=3[N:11]=[CH:12][N:13]=2)[CH2:25][CH2:26]1 |f:0.1,3.4|. Procedure details: 0.620 ml sodium hydroxide solution (2M) was added to 0.110 g 4-[2-(4,4-difluoro-cyclohexyloxy)-4-fluoro-phenylamino]-5-methyl-thieno[2,3-d]pyrimidine-6-carboxylic acid methyl ester (cpd. 33.1) in 4 ml THF/MeOH (1/1). An additional aliquot of sodium hydroxide solution was added when the reaction mixture was stirred at rt overnight. After further 6 hours at rt the mixture was concentrated, the resulting aq. layer was adjusted to pH 4-5 with aq. 2 M aq.HCl and stirred under cooling for 30 minutes. ...